Dataset: the Open Reaction Database (ORD), a public repository of structured organic reaction records. Task: describe an organic reaction: reactants, conditions, products, and yield The reactants are C(#N)C(C(=O)OCC)C1=C(C(=CC=C1)OC1=C(C=CC=C1)C)OC (ethyl 2-cyano-2-[2-methoxy-3-(o-tolyloxy)phenyl]acetate), C(CCC)I (n-butyl iodide), [H-].[Na+] (sodium hydride). Solvent: CN(C=O)C (dimethylformamide), CN(C=O)C (dimethylformamide). The product is C(#N)C(C(=O)OCC)(CCCC)C1=C(C(=CC=C1)OC1=C(C=CC=C1)C)OC (ethyl 2-cyano-2-[2-methoxy-3-(o-tolyloxy)phenyl]n-hexanoate). Isolated yield 110.9%. As a reaction SMILES: [H-].[Na+].[C:3]([CH:5]([C:11]1[CH:16]=[CH:15][CH:14]=[C:13]([O:17][C:18]2[CH:23]=[CH:22][CH:21]=[CH:20][C:19]=2[CH3:24])[C:12]=1[O:25][CH3:26])[C:6]([O:8][CH2:9][CH3:10])=[O:7])#[N:4].[CH2:27](I)[CH2:28][CH2:29][CH3:30]>CN(C)C=O>[C:3]([C:5]([C:11]1[CH:16]=[CH:15][CH:14]=[C:13]([O:17][C:18]2[CH:23]=[CH:22][CH:21]=[CH:20][C:19]=2[CH3:24])[C:12]=1[O:25][CH3:26])([CH2:27][CH2:28][CH2:29][CH3:30])[C:6]([O:8][CH2:9][CH3:10])=[O:7])#[N:4] |f:0.1|. Reported procedure: A suspension of sodium hydride (65%, 600 mg) in dimethylformamide (30 ml), a solution of ethyl 2-cyano-2-[2-methoxy-3-(o-tolyloxy)phenyl]acetate (5 g) in dimethylformamide (10 ml) and n-butyl iodide (5.7 g) were treated in a similar manner to that of Example 25-(1) to give oily ethyl 2-cyano-2-[2-methoxy-3-(o-tolyloxy)phenyl]n-hexanoate (6.5 g). The reactants are [BH3-]C#N, CC(=O)O, COc1ccc(CN)cc1, ClCCl, O=Cc1ccc(F)c(F)c1. Yields the product COc1ccc(CNCc2ccc(F)c(F)c2)cc1. As a reaction SMILES: [C:25]([BH3-:26])#[N:27].[CH3:11][C:12](=[O:13])[OH:14].[CH3:1][O:2][c:3]1[cH:4][cH:5][c:6]([CH2:9][NH2:10])[cH:7][cH:8]1.[Cl:28][CH2:29][Cl:30].[F:15][c:16]1[cH:17][c:18]([CH:19]=[O:20])[cH:21][cH:22][c:23]1[F:24]>>[CH3:1][O:2][c:3]1[cH:4][cH:5][c:6]([CH2:9][NH:10][CH2:19][c:18]2[cH:17][c:16]([F:15])[c:23]([F:24])[cH:22][cH:21]2)[cH:7][cH:8]1. Starting materials: 1h, ClC1=CC(=CC=C1)C(=O)OO (m-chloroperbenzoic acid), CC=1C=NC=2C(CCCC2C1)S(=O)C1=CC=CC=C1 (5,6,7,8-tetrahydro-3-methyl-8-phenylsulphinylquinoline), FC(C(=O)O)(F)F (trifluoroacetic acid). Product: CC=1C=NC=2C(CCCC2C1)S(=O)(=O)C1=CC=CC=C1 (5,6,7,8-Tetrahydro-3-methyl-8-phenylsulphonylquinoline). Reported procedure: A solution of m-chloroperbenzoic acid (1.4g) in dichloromethane (25ml) was added to a stirred solution of 5,6,7,8-tetrahydro-3-methyl-8-phenylsulphinylquinoline (1.87g) and trifluoroacetic acid (1.2ml) in dichloromethane (25ml). After stirring at ambient temperature for 1h, the reaction mixture was washed with 2M sodium hydroxide, dried over magnesium sulphate and evaporated to a solid. After chromatography on silica eluting with ether the product was recrystallised from diisopropylether affordi... Run in ClCCl (dichloromethane), ClCCl (dichloromethane). Reaction SMILES: ClC1C=CC=C(C(OO)=[O:9])C=1.[CH3:12][C:13]1[CH:14]=[N:15][C:16]2[CH:17]([S:23]([C:25]3[CH:30]=[CH:29][CH:28]=[CH:27][CH:26]=3)=[O:24])[CH2:18][CH2:19][CH2:20][C:21]=2[CH:22]=1.FC(F)(F)C(O)=O>ClCCl>[CH3:12][C:13]1[CH:14]=[N:15][C:16]2[CH:17]([S:23]([C:25]3[CH:30]=[CH:29][CH:28]=[CH:27][CH:26]=3)(=[O:9])=[O:24])[CH2:18][CH2:19][CH2:20][C:21]=2[CH:22]=1. The yield is 84.0%. Product: ClC1=NC=C(C(=O)OCC)C=C1 (ethyl 6-chloronicotinate). Reactants: ClC1=NC=C(C(=O)O)C=C1 (6-Chloronicotinic acid), C(C)O (ethanol), S(O)(O)(=O)=O (sulfuric acid). Procedure: 6-Chloronicotinic acid (1.6 g, 10.0 mmol) was dissolved in ethanol. Concentrated sulfuric acid (0.5 ml) was added to the solution, and the mixture was refluxed overnight. The reaction solution was concentrated under the reduced pressure. The residue was diluted with methylene chloride and was then washed with water, followed by drying over anhydrous magnesium sulfate. The solvent was removed by distillation under the reduced pressure. The residue was purified by column chromatography on silica g... Reaction SMILES: [Cl:1][C:2]1[CH:10]=[CH:9][C:5]([C:6]([OH:8])=[O:7])=[CH:4][N:3]=1.S(=O)(=O)(O)O.[CH2:16](O)[CH3:17]>>[Cl:1][C:2]1[CH:10]=[CH:9][C:5]([C:6]([O:8][CH2:16][CH3:17])=[O:7])=[CH:4][N:3]=1. The reactants are FC(C(=O)O)(F)F.NC1CCC(CC1)NC(=O)C1=NC(=C2N=CN(C2=N1)[C@H]1[C@@H]([C@@H]([C@H](C1)N1N=CC(=C1)CO)O)O)NCC(C1=CC=CC=C1)C1=CC=CC=C1 (9-[(1R,2S,3R,4S)-2,3-dihydroxy-4-(4-hydroxymethyl-pyrazol-1-yl)-cyclopentyl]-6-(2,2-diphenyl-ethylamino)-9H-purine-2-carboxylic acid (4-amino-cyclohexyl)-amide trifluoroacetate), FC(C(=O)O)(F)F.C(C)NC(NCCCNC(=O)C1=NC(=C2N=CN(C2=N1)[C@H]1[C@@H]([C@@H]([C@H](C1)N1N=CC(=C1)CO)O)O)NCC(C1=CC=CC=C1)C1=CC=CC=C1)=O (9-[(1R,2S,3R,4S)-2,3-dihydroxy-4-(4-hydroxymethyl-pyrazol-1-yl)-cyclopentyl]-6-(2,2-diphenyl-ethylamino)-9H-purine-2-carboxylic acid [3-(3-ethyl-ureido)-propyl]-amide trifluoroacetate), Cl.CC(C(=O)Cl)(N)C (dimethyl-amino-acetyl chloride hydrochloride). Yields the product FC(C(=O)O)(F)F.CN(CC(=O)NC1CCC(CC1)NC(=O)C1=NC(=C2N=CN(C2=N1)[C@H]1C(C([C@H](C1)N1N=CC(=C1)CO)O)O)NCC(C1=CC=CC=C1)C1=CC=CC=C1)C (9-[(1R,4S)-2,3-Dihydroxy-4-(4-hydroxymethyl-pyrazol-1-yl)-cyclopentyl]-6-(2,2-diphenyl-ethylamino)-9H-purine-2-carboxylic acid [4-(2-dimethylamino-acetylamino)-cyclohexyl]-amide trifluoroacetate). Reaction SMILES: [F:1][C:2]([F:7])([F:6])[C:3]([OH:5])=[O:4].[NH2:8][CH:9]1[CH2:14][CH2:13][CH:12]([NH:15][C:16]([C:18]2[N:26]=[C:25]3[C:21]([N:22]=[CH:23][N:24]3[C@@H:27]3[CH2:31][C@H:30]([N:32]4[CH:36]=[C:35]([CH2:37][OH:38])[CH:34]=[N:33]4)[C@@H:29]([OH:39])[C@H:28]3[OH:40])=[C:20]([NH:41][CH2:42][CH:43]([C:50]3[CH:55]=[CH:54][CH:53]=[CH:52][CH:51]=3)[C:44]3[CH:49]=[CH:48][CH:47]=[CH:46][CH:45]=3)[N:19]=2)=[O:17])[CH2:11][CH2:10]1.FC(F)(F)C(O)=O.C(NC(=O)NCCCNC(C1N=[C:81]2C(N=[CH:79][N:80]2[C@@H:83]2C[C@H](N3C=C(CO)C=N3)[C@@H](O)[C@H:84]2[OH:96])=C(NCC(C2C=CC=CC=2)C2C=CC=CC=2)N=1)=O)C.Cl.CC(C)(N)C(Cl)=O>>[F:1][C:2]([F:7])([F:6])[C:3]([OH:5])=[O:4].[CH3:79][N:80]([CH3:81])[CH2:83][C:84]([NH:8][CH:9]1[CH2:14][CH2:13][CH:12]([NH:15][C:16]([C:18]2[N:26]=[C:25]3[C:21]([N:22]=[CH:23][N:24]3[C@@H:27]3[CH2:31][C@H:30]([N:32]4[CH:36]=[C:35]([CH2:37][OH:38])[CH:34]=[N:33]4)[CH:29]([OH:39])[CH:28]3[OH:40])=[C:20]([NH:41][CH2:42][CH:43]([C:50]3[CH:55]=[CH:54][CH:53]=[CH:52][CH:51]=3)[C:44]3[CH:45]=[CH:46][CH:47]=[CH:48][CH:49]=3)[N:19]=2)=[O:17])[CH2:11][CH2:10]1)=[O:96] |f:0.1,2.3,4.5,6.7|. Procedure: This compound is prepared from 9-[(1R,2S,3R,4S)-2,3-dihydroxy-4-(4-hydroxymethyl-pyrazol-1-yl)-cyclopentyl]-6-(2,2-diphenyl-ethylamino)-9H-purine-2-carboxylic acid (4-amino-cyclohexyl)-amide trifluoroacetate (Example 83, first step a) using a procedure analogous to that of 9-[(1R,2S,3R,4S)-2,3-dihydroxy-4-(4-hydroxymethyl-pyrazol-1-yl)-cyclopentyl]-6-(2,2-diphenyl-ethylamino)-9H-purine-2-carboxylic acid [3-(3-ethyl-ureido)-propyl]-amide trifluoroacetate (Example 87) replacing ethyl isocyanate wi... Starting materials: C(C)(=O)C1=C(C(=C(OCCCOC2=C(C(=O)O)C=CC=C2)C=C1)CCC)O (2-[3-(4-acetyl-3hydroxy- 2-propylphenoxy)propoxy]benzoic acid), N1=CC(=CC=C1)CCCCN (3-pyridine butanamine). Yields the product C(C)(=O)C1=C(C(=C(OCCCOC2=C(C(=O)NCCCCC=3C=NC=CC3)C=CC=C2)C=C1)CCC)O (2-[3-(4-Acetyl-3-hydroxy-2-propylphenoxy)propoxy]-N-[4-(3-pyridinyl)butyl]benzamide). Yield: 65.0%. As a reaction SMILES: [C:1]([C:4]1[CH:23]=[CH:22][C:7]([O:8][CH2:9][CH2:10][CH2:11][O:12][C:13]2[CH:21]=[CH:20][CH:19]=[CH:18][C:14]=2[C:15](O)=[O:16])=[C:6]([CH2:24][CH2:25][CH3:26])[C:5]=1[OH:27])(=[O:3])[CH3:2].[N:28]1[CH:33]=[CH:32][CH:31]=[C:30]([CH2:34][CH2:35][CH2:36][CH2:37][NH2:38])[CH:29]=1>>[C:1]([C:4]1[CH:23]=[CH:22][C:7]([O:8][CH2:9][CH2:10][CH2:11][O:12][C:13]2[CH:21]=[CH:20][CH:19]=[CH:18][C:14]=2[C:15]([NH:38][CH2:37][CH2:36][CH2:35][CH2:34][C:30]2[CH:29]=[N:28][CH:33]=[CH:32][CH:31]=2)=[O:16])=[C:6]([CH2:24][CH2:25][CH3:26])[C:5]=1[OH:27])(=[O:3])[CH3:2]. Procedure details: The reaction of 0.79 g of 2-[3-(4-acetyl-3hydroxy- 2-propylphenoxy)propoxy]benzoic acid with 0.35 g of 3-pyridine butanamine according to Example 40 gave 0.70 g, mp 104°-107°, (65% yield) of 2-[3-(4-Acetyl-3-hydroxy-2-propylphenoxy)propoxy]-N-[4-(3-pyridinyl)butyl]benzamide, the title compound.